Dataset: the Open Reaction Database (ORD), a public repository of structured organic reaction records. Task: describe an organic reaction: reactants, conditions, products, and yield The reactants are O=C=O, COC(=O)c1ccccc1, C1CCOC1, CC#N, [Li]CCCC, CC#N. Yields the product N#CCC(=O)c1ccccc1. RXN SMILES: [C:22](=[O:23])=[O:24].[C:9]([c:10]1[cH:11][cH:12][cH:13][cH:14][cH:15]1)(=[O:16])[O:17][CH3:18].[CH2:25]1[O:26][CH2:27][CH2:28][CH2:29]1.[CH3:19][C:20]#[N:21].[CH3:1][CH2:2][CH2:3][CH2:4][Li:5].[CH3:6][C:7]#[N:8]>>[CH2:6]([C:7]#[N:8])[C:9]([c:10]1[cH:11][cH:12][cH:13][cH:14][cH:15]1)=[O:16]. Reactants: C(C)(C)(C)OC(=O)N([C@@H](CC1=CC=C(C=C1)OC(=O)OCC(C)C)C(=O)N[C@H](CCSC)C(=O)NCC(=O)N[C@@H](CC1=CC=CC=C1)C(=O)NCCCCCC(=O)OC)CC (t-butoxycarbonyl-Nα -ethyl-O-(2-methylpropoxycarbonyl)-L-tyrosyl-D-methionylglycyl-N-(6-methoxy-6-oxohexyl)-L-phenylalaninamide), C([O-])([O-])=O.[K+].[K+] (potassium carbonate), resultant solution, ClCCl (dichloromethane), S([O-])(O)(=O)=O.[K+] (potassium bisulfate). The solvent is CO (methanol). Yields the product O.Cl.C(C)(C)(C)OC(=O)N([C@@H](CC1=CC=C(C=C1)O)C(=O)N[C@H](CCSC)C(=O)NCC(=O)N[C@@H](CC1=CC=CC=C1)C(=O)NCCCCCC(=O)OC)CC.C(C)(C)(C)OC(=O)N([C@@H](CC1=CC=C(C=C1)O)C(=O)N[C@H](CCSC)C(=O)NCC(=O)N[C@@H](CC1=CC=CC=C1)C(=O)NCCCCCC(OC)=O)CC.Cl (t-butoxycarbonyl-Nα -ethyl-L-tyrosyl-D-methionylglycyl-N-(6-methoxy-6-oxohexyl)-L-phenylalaninamide monohydrochloride hemihydrate). As a reaction SMILES: [C:1]([O:5][C:6]([N:8]([CH2:60][CH3:61])[C@H:9]([C:25]([NH:27][C@@H:28]([C:33]([NH:35][CH2:36][C:37]([NH:39][C@H:40]([C:48]([NH:50][CH2:51][CH2:52][CH2:53][CH2:54][CH2:55][C:56]([O:58][CH3:59])=[O:57])=[O:49])[CH2:41][C:42]1[CH:47]=[CH:46][CH:45]=[CH:44][CH:43]=1)=[O:38])=[O:34])[CH2:29][CH2:30][S:31][CH3:32])=[O:26])[CH2:10][C:11]1[CH:16]=[CH:15][C:14]([O:17]C(OCC(C)C)=O)=[CH:13][CH:12]=1)=[O:7])([CH3:4])([CH3:3])[CH3:2].C(=O)([O-])[O-].[K+].[K+].[Cl:68]CCl.S(=O)(=O)(O)[O-].[K+]>CO>[OH2:5].[ClH:68].[C:1]([O:5][C:6]([N:8]([CH2:60][CH3:61])[C@H:9]([C:25]([NH:27][C@@H:28]([C:33]([NH:35][CH2:36][C:37]([NH:39][C@H:40]([C:48]([NH:50][CH2:51][CH2:52][CH2:53][CH2:54][CH2:55][C:56]([O:58][CH3:59])=[O:57])=[O:49])[CH2:41][C:42]1[CH:47]=[CH:46][CH:45]=[CH:44][CH:43]=1)=[O:38])=[O:34])[CH2:29][CH2:30][S:31][CH3:32])=[O:26])[CH2:10][C:11]1[CH:12]=[CH:13][C:14]([OH:17])=[CH:15][CH:16]=1)=[O:7])([CH3:4])([CH3:3])[CH3:2].[C:1]([O:5][C:6]([N:8]([CH2:60][CH3:61])[C@H:9]([C:25]([NH:27][C@@H:28]([C:33]([NH:35][CH2:36][C:37]([NH:39][C@H:40]([C:48]([NH:50][CH2:51][CH2:52][CH2:53][CH2:54][CH2:55][C:56](=[O:57])[O:58][CH3:59])=[O:49])[CH2:41][C:42]1[CH:47]=[CH:46][CH:45]=[CH:44][CH:43]=1)=[O:38])=[O:34])[CH2:29][CH2:30][S:31][CH3:32])=[O:26])[CH2:10][C:11]1[CH:12]=[CH:13][C:14]([OH:17])=[CH:15][CH:16]=1)=[O:7])([CH3:4])([CH3:3])[CH3:2].[ClH:68] |f:1.2.3,5.6,8.9.10.11.12|. Procedure details: To a stirred mixture of 1.7 g (1.9 mmole) of the title product of Example 52 in 40 ml of methanol was added 10 ml of 10% aqueous potassium carbonate. After about 75 minutes the resultant solution was poured into a mixture of 150 ml of dichloromethane and 100 ml of 0.5M potassium bisulfate. The organic phase (containing the crude neutralized product) was separated and the aqueous layer was further extracted with dichloromethane. The combined organic layers were concentrated to dryness and purifie... Starting materials: O=C([O-])[O-], CCCCCC(=O)Cl, CCOC(C)=O, Cl, [K+], [K+], CC(=O)C(N)c1ccccc1, O. Product: CCCCCC(=O)NC(C(C)=O)c1ccccc1. Reaction SMILES: [C:14](=[O:15])([O-:16])[O-:17].[C:20]([CH2:21][CH2:22][CH2:23][CH2:24][CH3:25])(=[O:26])[Cl:27].[CH3:28][CH2:29][O:30][C:31](=[O:32])[CH3:33].[ClH:1].[K+:18].[K+:19].[NH2:2][CH:3]([C:4]([CH3:5])=[O:6])[c:7]1[cH:8][cH:9][cH:10][cH:11][cH:12]1.[OH2:13]>>[NH:2]([CH:3]([C:4]([CH3:5])=[O:6])[c:7]1[cH:8][cH:9][cH:10][cH:11][cH:12]1)[C:20]([CH2:21][CH2:22][CH2:23][CH2:24][CH3:25])=[O:26]. Reactants: COc1ccccc1C(=O)Cl, NCC1(c2ccccc2)CCN(Cc2ccccc2)CC1, ClCCl, CN(C)c1ccncc1, c1ccncc1. Product: COc1ccccc1C(=O)NCC1(c2ccccc2)CCN(Cc2ccccc2)CC1. Reaction SMILES: [C:28]([c:29]1[c:30]([O:35][CH3:36])[cH:31][cH:32][cH:33][cH:34]1)(=[O:37])[Cl:38].[CH2:1]([c:2]1[cH:3][cH:4][cH:5][cH:6][cH:7]1)[N:8]1[CH2:9][CH2:10][C:11]([CH2:14][NH2:15])([c:16]2[cH:17][cH:18][cH:19][cH:20][cH:21]2)[CH2:12][CH2:13]1.[CH2:48]([Cl:49])[Cl:50].[CH3:39][N:40]([CH3:41])[c:42]1[cH:43][cH:44][n:45][cH:46][cH:47]1.[cH:22]1[cH:23][cH:24][n:25][cH:26][cH:27]1>>[CH2:1]([c:2]1[cH:3][cH:4][cH:5][cH:6][cH:7]1)[N:8]1[CH2:9][CH2:10][C:11]([CH2:14][NH:15][C:28]([c:29]2[c:30]([O:35][CH3:36])[cH:31][cH:32][cH:33][cH:34]2)=[O:37])([c:16]2[cH:17][cH:18][cH:19][cH:20][cH:21]2)[CH2:12][CH2:13]1. Starting materials: S(=O)(=O)(C1=CC=C(C)C=C1)N1C=CC2=C1N=CC=1N2C=NC1C1=CC=C(C=C1)C(C)(C)O (2-(4-(6-Tosyl-6H-imidazo[1,5-a]pyrrolo[2,3-e]pyrazin-3-yl)phenyl)propan-2-ol), C1CC(=O)N(C1=O)Br (NBS). The solvent is CN(C)C=O (DMF), O (water). Run at time 15 minute. Yields the product BrC1=NC(=C2N1C1=C(N=C2)N(C=C1)S(=O)(=O)C1=CC=C(C)C=C1)C1=CC=C(C=C1)C(C)(C)O (2-(4-(1-bromo-6-tosyl-6H-imidazo[1,5-a]pyrrolo[2,3-e]pyrazin-3-yl)phenyl)propan-2-ol). Isolated yield 85.0%. Reaction SMILES: [S:1]([N:11]1[C:15]2[N:16]=[CH:17][C:18]3[N:19]([CH:20]=[N:21][C:22]=3[C:23]3[CH:28]=[CH:27][C:26]([C:29]([OH:32])([CH3:31])[CH3:30])=[CH:25][CH:24]=3)[C:14]=2[CH:13]=[CH:12]1)([C:4]1[CH:10]=[CH:9][C:7]([CH3:8])=[CH:6][CH:5]=1)(=[O:3])=[O:2].C1C(=O)N([Br:40])C(=O)C1>CN(C=O)C.O>[Br:40][C:20]1[N:19]2[C:14]3[CH:13]=[CH:12][N:11]([S:1]([C:4]4[CH:5]=[CH:6][C:7]([CH3:8])=[CH:9][CH:10]=4)(=[O:2])=[O:3])[C:15]=3[N:16]=[CH:17][C:18]2=[C:22]([C:23]2[CH:28]=[CH:27][C:26]([C:29]([OH:32])([CH3:30])[CH3:31])=[CH:25][CH:24]=2)[N:21]=1. Procedure: 2-(4-(6-Tosyl-6H-imidazo[1,5-a]pyrrolo[2,3-e]pyrazin-3-yl)phenyl)propan-2-ol (0.285 g, 0.638 mmol, prepared using J.3 from Example #2, Step B with ethyl formate, L.2 with POCl3, AB and D with Preparation #H.1) was dissolved in DMF (3 mL) then treated with NBS (0.114 g, 0.638 mmol). The mixture was stirred for about 15 min then diluted with water (20 mL). The solid was collected by filtration then washed with water (5 mL). The material was dried under vacuum at about 70° C. to a constant weight t...